Dataset: the Open Reaction Database (ORD), a public repository of structured organic reaction records. Task: describe an organic reaction: reactants, conditions, products, and yield The reactants are COC1=CC=C(C=C1)C=1NC=C(N1)C1=C(C=CC=C1)N (2-(4-Methoxyphenyl)-4-(2-aminophenyl)imidazole), C=O (formaldehyde). The solvent is C(C)(=O)O (acetic acid), C(C)(=O)OCC (ethyl acetate). Run at time 2 minute. Yields the product COC1=CC=C(C=C1)C1=NC=C2N1CNC=1C=CC=CC21 (3-(4-methoxyphenyl)-5,6-dihydroimidazo[1,5-c]quinazoline). Reaction SMILES: [CH3:1][O:2][C:3]1[CH:8]=[CH:7][C:6]([C:9]2[NH:10][CH:11]=[C:12]([C:14]3[CH:19]=[CH:18][CH:17]=[CH:16][C:15]=3[NH2:20])[N:13]=2)=[CH:5][CH:4]=1.[CH2:21]=O>C(O)(=O)C.C(OCC)(=O)C>[CH3:1][O:2][C:3]1[CH:4]=[CH:5][C:6]([C:9]2[N:13]3[CH2:21][NH:20][C:15]4[CH:16]=[CH:17][CH:18]=[CH:19][C:14]=4[C:12]3=[CH:11][N:10]=2)=[CH:7][CH:8]=1. Reported procedure: 2-(4-Methoxyphenyl)-4-(2-aminophenyl)imidazole (5 g) is dissolved in acetic acid (20 ml) and formaldehyde (37% in water, 1.53 ml) is added. The reaction is stirred for 2 min., diluted with ethyl acetate (100 ml), and extracted with 5%HCl (250 ml). The aqueous layer is basified with K2CO3, then extracted with ethyl acetate. The organic layer is evaporated under reduced pressure and the residue is recrystallized from dichloromethane to afford 3-(4-methoxyphenyl)-5,6-dihydroimidazo[1,5-c]quinazolin... Product: C=O.N1=C(N)N=C(N)N=C1N (Melamine Formaldehyde). Starting materials: N1=C(N)N=C(N)N=C1N (melamine), ( 1 ), C(=O)([O-])[O-].[Na+].[Na+] (Na2CO3), N1=C(N)N=C(N)N=C1N (melamine), [Na+].[Cl-] (NaCl), C=O (formalin). Reported procedure: To a 100 ml conical flask was add 19.5 g formalin (37 wt % aqueous formaldehyde) and 44 g water. The pH of the solution was adjusted to 8.9 using 5 wt % Na2CO3. 10 g melamine and 0.64 g NaCl were added and stirred for 10 minutes at room temperature. The mixture was heated to 62° C. and stirred until the mixture became clear. This mixture is hereinafter referred to as Prepolymer (1) and consists of 23.2 wt % of trimethyloyl melamine in water. As a reaction SMILES: C=O.[C:3]([O-])([O-])=[O:4].[Na+].[Na+].[N:9]1[C:16]([NH2:17])=[N:15][C:13]([NH2:14])=[N:12][C:10]=1[NH2:11].[Na+].[Cl-]>O>[CH2:3]=[O:4].[N:9]1[C:16]([NH2:17])=[N:15][C:13]([NH2:14])=[N:12][C:10]=1[NH2:11] |f:1.2.3,5.6,8.9|. Run at time 10 minute. The solvent is O (water), O (water). Starting materials: C(C1=CC=CC=C1)OCC#CC(C(F)(F)F)O (5-benzyloxy-1,1,1-trifluoro-3-pentyne-2-ol), C(C)(=O)Cl (acetyl chloride), Cl (hydrochloric acid), N1=CC=CC=C1 (pyridine). Solvent: C(Cl)Cl (methylene chloride). Reaction conditions: time 8 hour. Product: C(C)(=O)OC(C(F)(F)F)C#CCOCC1=CC=CC=C1 (2-acetoxy-5-benzyloxy-1,1,1-trifluoro-3-pentyne). The yield is 96.0%. RXN SMILES: [CH2:1]([O:8][CH2:9][C:10]#[C:11][CH:12]([OH:17])[C:13]([F:16])([F:15])[F:14])[C:2]1[CH:7]=[CH:6][CH:5]=[CH:4][CH:3]=1.[C:18](Cl)(=[O:20])[CH3:19].N1C=CC=CC=1.Cl>C(Cl)Cl>[C:18]([O:17][CH:12]([C:11]#[C:10][CH2:9][O:8][CH2:1][C:2]1[CH:3]=[CH:4][CH:5]=[CH:6][CH:7]=1)[C:13]([F:16])([F:15])[F:14])(=[O:20])[CH3:19]. Procedure: In a three-necked flask of 50 ml in internal volume which was well dried under reduced pressure in nitrogen stream were charged 20 ml of methylene chloride, 3.57 g (13.0 mmol) of the above alcohol (3) and 1.20 ml (16.9 mmol) of acetyl chloride and then 1.37 ml (16.9 mmol) of pyridine was added thereto under ice-cooling, followed by stirring at room temperature overnight. The reaction was stopped by adding 1N aqueous hydrochloric acid solution and the reaction mixture was extracted with methylene... Reactants: ClC1=C(C#N)C=CC(=C1)C=1C=NC=C(C1C=O)F (2-chloro-4-(5-fluoro-4-formylpyridin-3-yl)benzonitrile), [BH4-].[Na+] (sodium borohydride), C(Cl)Cl (CH2Cl2). The solvent is C1CCOC1 (THF), O (water). Run at time 0.5 hour. The product is ClC1=C(C#N)C=CC(=C1)C=1C=NC=C(C1CO)F (2-Chloro-4-(5-fluoro-4-hydroxymethyl-pyridin-3-yl)-benzonitrile). Yield: 47.0%. As a reaction SMILES: [Cl:1][C:2]1[CH:9]=[C:8]([C:10]2[CH:11]=[N:12][CH:13]=[C:14]([F:18])[C:15]=2[CH:16]=[O:17])[CH:7]=[CH:6][C:3]=1[C:4]#[N:5].[BH4-].[Na+].C(Cl)Cl>C1COCC1.O>[Cl:1][C:2]1[CH:9]=[C:8]([C:10]2[CH:11]=[N:12][CH:13]=[C:14]([F:18])[C:15]=2[CH2:16][OH:17])[CH:7]=[CH:6][C:3]=1[C:4]#[N:5] |f:1.2|. Reported procedure: To the solution of 2-chloro-4-(5-fluoro-4-formylpyridin-3-yl)benzonitrile (45 mg, 0.17 mmol) in THF (3 mL) and water (1 mL) was added sodium borohydride (6.5 mg, 0.17 mmol) at 0° C. This reaction mixture was stirred for 0.5 h at room temperature. After addition of CH2Cl2, the organic layer was washed with saturated NaCl solution and extracted with DCM for five times. The combined extracts were dried over Na2SO4, filtered, and evaporated. The resulting mixture was passed through a pad of silica g... The reactants are O=S1(N=C(NC2=C1C=CC=C2)C=2C(N(C1=CC=CC=C1C2O)N=CC(C)C)=O)=O (3-(1,1-dioxido-4H-1,2,4-benzothiadiazin-3-yl)-4-hydroxy-1-{[2-methylpropylidene]amino}quinolin-2(1H)-one), CO (methanol), solution, [BH4-].[Li+] (lithium borohydride), Cl (hydrochloric acid). Solvent: O1CCCC1 (tetrahydrofuran), O1CCCC1 (tetrahydrofuran), O (water). Conditions: temperature 25 celsius, time 1 hour. Yields the product O=S1(N=C(NC2=C1C=CC=C2)C=2C(N(C1=CC=CC=C1C2O)NCC(C)C)=O)=O (3-(1,1-dioxido-4H-1,2,4-benzothiadiazin-3-yl)-4-hydroxy-1-(isobutylamino)quinolin-2(1H)-one). RXN SMILES: [O:1]=[S:2]1(=[O:29])[C:7]2[CH:8]=[CH:9][CH:10]=[CH:11][C:6]=2[NH:5][C:4]([C:12]2[C:13](=[O:28])[N:14]([N:23]=[CH:24][CH:25]([CH3:27])[CH3:26])[C:15]3[C:20]([C:21]=2[OH:22])=[CH:19][CH:18]=[CH:17][CH:16]=3)=[N:3]1.CO.[BH4-].[Li+].Cl>O1CCCC1.O>[O:29]=[S:2]1(=[O:1])[C:7]2[CH:8]=[CH:9][CH:10]=[CH:11][C:6]=2[NH:5][C:4]([C:12]2[C:13](=[O:28])[N:14]([NH:23][CH2:24][CH:25]([CH3:27])[CH3:26])[C:15]3[C:20]([C:21]=2[OH:22])=[CH:19][CH:18]=[CH:17][CH:16]=3)=[N:3]1 |f:2.3|. Reported procedure: The product of Example 228A (0.132 g, 0.32 mmol) in tetrahydrofuran (6 mL) and methanol (0.026 mL, 0.64 mmol) at 0° C. was treated with dropwise addition of a 2.0M solution of lithium borohydride in tetrahydrofuran (0.24 mL, 0.48 mmol). The reaction was stirred at 25° C. for 1 hour, acidified with 1 M hydrochloric acid to a pH of approximately 2-4, diluted with water (12 mL), and the resulting precipitate was collected by filtration and dried. The crude product was triturated with 1:1 ethyl acet... Starting materials: ClC=1C=C(C=CC1)C1=C2CC(NC2=CC=C1)=O (4-(3-Chloro-phenyl)-1,3-dihydro-indol-2-one), C(C)N(CCNC(=O)C=1NC(=C(C1)C)C=O)CC (5-formyl-4-methyl-1H-pyrrole-2-carboxylic acid (2-diethylamino-ethyl)-amide). Reagents/catalysts: N1CCCCC1 (piperidine). The solvent is C(C)O (ethanol). Conditions: time 3 day. Product: C(C)N(CCNC(=O)C=1NC(=C(C1)C)C=C1C(NC2=CC=CC(=C12)C1=CC(=CC=C1)Cl)=O)CC (5-[4-(3-chloro-phenyl)-2-oxo-1,2-dihydro-indol-3-ylidenemethyl]-4-methyl-1H-pyrrole-2-carboxylic acid (2-diethylamino-ethyl)-amide). Yield: 54.5%. Reaction SMILES: [Cl:1][C:2]1[CH:3]=[C:4]([C:8]2[CH:16]=[CH:15][CH:14]=[C:13]3[C:9]=2[CH2:10][C:11](=[O:17])[NH:12]3)[CH:5]=[CH:6][CH:7]=1.[CH2:18]([N:20]([CH2:34][CH3:35])[CH2:21][CH2:22][NH:23][C:24]([C:26]1[NH:27][C:28]([CH:32]=O)=[C:29]([CH3:31])[CH:30]=1)=[O:25])[CH3:19]>C(O)C.N1CCCCC1>[CH2:34]([N:20]([CH2:18][CH3:19])[CH2:21][CH2:22][NH:23][C:24]([C:26]1[NH:27][C:28]([CH:32]=[C:10]2[C:9]3[C:13](=[CH:14][CH:15]=[CH:16][C:8]=3[C:4]3[CH:5]=[CH:6][CH:7]=[C:2]([Cl:1])[CH:3]=3)[NH:12][C:11]2=[O:17])=[C:29]([CH3:31])[CH:30]=1)=[O:25])[CH3:35]. Procedure details: To a solution of 4-(3-Chloro-phenyl)-1,3-dihydro-indol-2-one (60.9 mg, 0.25 mmol) and 5-formyl-4-methyl-1H-pyrrole-2-carboxylic acid (2-diethylamino-ethyl)-amide (65.3 mg, 0.26 mmol) in ethanol (2 mL) was added piperidine (3 drops). The reaction mixture was stirred at room temperature for three days. The reaction solution was evaporated, and purified on a silica gel column eluting with MeOH—CH2Cl2 5:95 to provide pure product 5-[4-(3-chloro-phenyl)-2-oxo-1,2-dihydro-indol-3-ylidenemethyl]-4-meth...